This data is from the Open Reaction Database (ORD), a public repository of structured organic reaction records. The task is: describe an organic reaction: reactants, conditions, products, and yield Starting materials: CCCC1=C(SCC)C(=O)c2oc(Cc3ccc(OC)cc3)c(C)c2C1=O, O=C(OO)c1cccc(Cl)c1, ClCCl. The product is CCCC1=C(S(=O)CC)C(=O)c2oc(Cc3ccc(OC)cc3)c(C)c2C1=O. As a reaction SMILES: [CH3:1][O:2][c:3]1[cH:4][cH:5][c:6]([CH2:7][c:8]2[o:9][c:10]3[c:11]([c:12]2[CH3:13])[C:14](=[O:25])[C:15]([CH2:22][CH2:23][CH3:24])=[C:16]([S:19][CH2:20][CH3:21])[C:17]3=[O:18])[cH:26][cH:27]1.[Cl:28][c:29]1[cH:30][cH:31][cH:32][c:33]([C:34]([O:35][OH:37])=[O:36])[cH:38]1.[Cl:39][CH2:40][Cl:41]>>[CH3:1][O:2][c:3]1[cH:4][cH:5][c:6]([CH2:7][c:8]2[o:9][c:10]3[c:11]([c:12]2[CH3:13])[C:14](=[O:25])[C:15]([CH2:22][CH2:23][CH3:24])=[C:16]([S:19]([CH2:20][CH3:21])=[O:36])[C:17]3=[O:18])[cH:26][cH:27]1. Reactants: C(C)(=O)NC1=NC=CC(=N1)C=CC1=CC=C(C=C1)[N+](=O)[O-] (2-acetamido-4-[2-(4-nitrophenyl)vinyl]pyrimidine), [H][H] (hydrogen). Reagents/catalysts: [Pd] (palladium on carbon). Run in C(C)O (ethanol), O1CCCC1 (tetrahydrofuran). The product is C(C)(=O)NC1=NC=CC(=N1)CCC1=CC=C(C=C1)N (2-acetamido-4-[2-(4-aminophenyl)ethyl]pyrimidine). Isolated yield 91.1%. RXN SMILES: [C:1]([NH:4][C:5]1[N:10]=[C:9]([CH:11]=[CH:12][C:13]2[CH:18]=[CH:17][C:16]([N+:19]([O-])=O)=[CH:15][CH:14]=2)[CH:8]=[CH:7][N:6]=1)(=[O:3])[CH3:2].[H][H]>C(O)C.O1CCCC1.[Pd]>[C:1]([NH:4][C:5]1[N:10]=[C:9]([CH2:11][CH2:12][C:13]2[CH:14]=[CH:15][C:16]([NH2:19])=[CH:17][CH:18]=2)[CH:8]=[CH:7][N:6]=1)(=[O:3])[CH3:2]. Reported procedure: A mixture of 2-acetamido-4-[2-(4-nitrophenyl)vinyl]pyrimidine (8.52 g) in ethanol (200 ml) and tetrahydrofuran (100 ml) was hydrogenated over 10% palladium on carbon (2 g) under atmospheric pressure of hydrogen gas for 6 hours at ambient temperature. The catalyst was removed by filtration and the filtrate was evaporated in vacuo to give a crystalline residue, which was recrystallized from a mixture of ethyl acetate and diisopropyl ether to give 2-acetamido-4-[2-(4-aminophenyl)ethyl]pyrimidine (7... Reactants: ClC1=NC=C(C=C1Cl)COCOCC[Si](C)(C)C (2,3-dichloro-5-(((2-(trimethylsilyl)ethoxy)methoxy)methyl)pyridine), FC=1C=C(C=CC1F)C=1N=C(NC1C1=CC=C(C=C1)C(F)(F)F)N1[C@@H](CNCC1)C ((2R)-1-(4-(3,4-difluorophenyl)-5-(4-(trifluoromethyl)phenyl)-1H-imidazol-2-yl)-2-methylpiperazine), CCN(C(C)C)C(C)C (DIEA). Run in CN1CCCC1=O (NMP). The product is ClC=1C=C(C=NC1N1C[C@H](N(CC1)C=1NC(=C(N1)C1=CC(=C(C=C1)F)F)C1=CC=C(C=C1)C(F)(F)F)C)CO ((5-Chloro-6-((R)-4-(4-(3,4-difluorophenyl)-5-(4-(trifluoromethyl)phenyl)-1H-imidazol-2-yl)-3-methylpiperazin-1-yl)pyridin-3-yl)methanol). Reaction SMILES: Cl[C:2]1[C:7]([Cl:8])=[CH:6][C:5]([CH2:9][O:10]COCC[Si](C)(C)C)=[CH:4][N:3]=1.[F:19][C:20]1[CH:21]=[C:22]([C:27]2[N:28]=[C:29]([N:42]3[CH2:47][CH2:46][NH:45][CH2:44][C@H:43]3[CH3:48])[NH:30][C:31]=2[C:32]2[CH:37]=[CH:36][C:35]([C:38]([F:41])([F:40])[F:39])=[CH:34][CH:33]=2)[CH:23]=[CH:24][C:25]=1[F:26].CCN(C(C)C)C(C)C>CN1C(=O)CCC1>[Cl:8][C:7]1[CH:6]=[C:5]([CH2:9][OH:10])[CH:4]=[N:3][C:2]=1[N:45]1[CH2:46][CH2:47][N:42]([C:29]2[NH:30][C:31]([C:32]3[CH:37]=[CH:36][C:35]([C:38]([F:39])([F:41])[F:40])=[CH:34][CH:33]=3)=[C:27]([C:22]3[CH:23]=[CH:24][C:25]([F:26])=[C:20]([F:19])[CH:21]=3)[N:28]=2)[C@H:43]([CH3:48])[CH2:44]1. Procedure details: A mixture of 2,3-dichloro-5-(((2-(trimethylsilyl)ethoxy)methoxy)methyl)pyridine from step (a) above (80 mg, 0.26 mmol), (2R)-1-(4-(3,4-difluorophenyl)-5-(4-(trifluoromethyl)phenyl)-1H-imidazol-2-yl)-2-methylpiperazine (100. mg, 0.236 mmol, Example 1(d)), and DIEA (0.082 mL, 0.47 mmol, Aldrich) in NMP (0.7 mL) was subjected to microwave irradiation at 170° C. for 1 h. The mixture was filtered and the filtrate was concentrated in vacuo. The residue was purified on silica gel using ISCO Combiflash®... Starting materials: [N+](=O)([O-])C=1C=CC(=NC1)N1CC(C1)O (1-(5-Nitro-pyridin-2-yl)-azetidin-3-ol), [H-].[Na+] (NaH), oil, CI (methyl iodide). Yields the product COC1CN(C1)C1=NC=C(C=C1)[N+](=O)[O-] (2-(3-methoxy-azetidin-1-yl)-5-nitro-pyridine). Isolated yield 119.5%. Reaction SMILES: [N+:1]([C:4]1[CH:5]=[CH:6][C:7]([N:10]2[CH2:13][CH:12]([OH:14])[CH2:11]2)=[N:8][CH:9]=1)([O-:3])=[O:2].[H-].[Na+].[CH3:17]I>>[CH3:17][O:14][CH:12]1[CH2:11][N:10]([C:7]2[CH:6]=[CH:5][C:4]([N+:1]([O-:3])=[O:2])=[CH:9][N:8]=2)[CH2:13]1 |f:1.2|. Procedure details: 1-(5-Nitro-pyridin-2-yl)-azetidin-3-ol (97.5 mg, 0.5 mmol) was treated with 60% NaH in oil (40 mg, 1 mmol) and methyl iodide (125 uL, 2 mmol) as above to yield 125 mg of crude product that was used without further purification. ES-MS calcd for C9H11N3O3 (m/e) 209.21, obsd 210 (M+H). Reactants: [Br-].BrC[P+](C1=CC=CC=C1)(C1=CC=CC=C1)C1=CC=CC=C1 ((bromomethyl)triphenylphosphonium bromide), CC(C)([O-])C.[K+] (potassium tert-butoxide), C(C)(C)(C)N1CCC(CC1)=O (1-tert-butylpiperidin-4-one). Run in C1CCOC1 (THF), C1CCOC1 (THF). Run at time 20 minute. The product is BrC=C1CCN(CC1)C(C)(C)C (4-(Bromomethylene)-1-tert-butylpiperidine). Reaction SMILES: [Br-].[Br:2][CH2:3][P+](C1C=CC=CC=1)(C1C=CC=CC=1)C1C=CC=CC=1.CC(C)([O-])C.[K+].[C:29]([N:33]1[CH2:38][CH2:37][C:36](=O)[CH2:35][CH2:34]1)([CH3:32])([CH3:31])[CH3:30]>C1COCC1>[Br:2][CH:3]=[C:36]1[CH2:37][CH2:38][N:33]([C:29]([CH3:32])([CH3:31])[CH3:30])[CH2:34][CH2:35]1 |f:0.1,2.3|. Reported procedure: To a solution of (bromomethyl)triphenylphosphonium bromide (1.52 g, 3.48 mmol) in dry THF (15 mL) at −78° C. was added potassium tert-butoxide (3.5 mL, 1.0M) slowly. After stirring 20 minutes, 1-tert-butylpiperidin-4-one (COMPOUND PPA-1) (595 mg, 3.83 mmol) in THF (2 mL) was added, and the reaction mixture was warmed up to rt slowly over 2 h. The reaction mixture was quenched with brine, and it was extracted with CH2Cl2. The combined extracts were dried over Na2SO4 then concentrated in vacuo. Th... Starting materials: CC1(CCC2=CC(=CC=C12)OCC(=O)OCC)C (ethyl [(1,1-dimethyl-2,3-dihydro-1H-inden-5-yl)oxy]acetate). The solvent is C(C)O (ethanol), [OH-].[Na+] (sodium hydroxide). The product is CC1(CCC2=CC(=CC=C12)OCC(=O)O)C ([(1,1-Dimethyl-2,3-dihydro-1H-inden-5-yl)oxy]acetic acid). Isolated yield 88.6%. Reaction SMILES: [CH3:1][C:2]1([CH3:18])[C:10]2[C:5](=[CH:6][C:7]([O:11][CH2:12][C:13]([O:15]CC)=[O:14])=[CH:8][CH:9]=2)[CH2:4][CH2:3]1>C(O)C.[OH-].[Na+]>[CH3:1][C:2]1([CH3:18])[C:10]2[C:5](=[CH:6][C:7]([O:11][CH2:12][C:13]([OH:15])=[O:14])=[CH:8][CH:9]=2)[CH2:4][CH2:3]1 |f:2.3|. Procedure details: A mixture of ethyl [(1,1-dimethyl-2,3-dihydro-1H-inden-5-yl)oxy]acetate (1.14 g, 4.58 mmol) in ethanol (20 ml) and 2M sodium hydroxide aqueous solution (4 ml) was refluxed for 2 hours. After cooling to ambient temperature, the solvent was evaporated in vacuo and the aqueous solution was acidified to pH 2 with 2M hydrochloride aqueous solution with ice-cooling. The precipitate solid was collected and dried in vacuo to give 894 mg (89% yield) of the title compound as a pale gray solid.